This data is from the Open Reaction Database (ORD), a public repository of structured organic reaction records. The task is: describe an organic reaction: reactants, conditions, products, and yield Procedure: A solution of 4-acetylpyridine (12 g) in dry tetrahydrofuran (500 ml), under nitrogen and at −60° C., was treated with a solution of lithium bis(trimethylsilyl)amide in hexane (200 ml, 1M). The mixture was allowed to warm to −40° C. then treated with methyl dimethoxyacetate (12 ml). After standing at room temperature for 16 hours the reaction mixture was evaporated and the residue was triturated with diethyl ether to give the title compound as a yellow solid (22 g). The product is COC(C(CC(=O)C1=CC=NC=C1)=O)OC (4,4-Dimethoxy-1-pyridin-4-yl-butane-1,3-dione). Starting materials: COC(C(=O)OC)OC (methyl dimethoxyacetate), C(C)(=O)C1=CC=NC=C1 (4-acetylpyridine), C[Si](C)(C)[N-][Si](C)(C)C.[Li+] (lithium bis(trimethylsilyl)amide). As a reaction SMILES: [C:1]([C:4]1[CH:9]=[CH:8][N:7]=[CH:6][CH:5]=1)(=[O:3])[CH3:2].C[Si]([N-][Si](C)(C)C)(C)C.[Li+].[CH3:20][O:21][CH:22]([O:27][CH3:28])[C:23](OC)=[O:24]>O1CCCC1.CCCCCC>[CH3:20][O:21][CH:22]([O:27][CH3:28])[C:23](=[O:24])[CH2:2][C:1]([C:4]1[CH:9]=[CH:8][N:7]=[CH:6][CH:5]=1)=[O:3] |f:1.2|. Run at temperature -40 celsius, time 16 hour. Run in O1CCCC1 (tetrahydrofuran), CCCCCC (hexane). Reactants: C(CC)N(C(=O)OC(NC=1CC=CC2=C(N1)C=CC=C2)=O)CCC ((dipropylcarbamoyl)-3H-benzo[b]azepin-2-ylcarbamate), BrC=1C=CC\2=C(\N=C(/C\C(=C2)\C(N(CCC)CCC)=O)\NC(OC(C)(C)C)=O)C1 (tert-butyl (1E,4E)-8-bromo-4-(dipropylcarbamoyl)-3H-benzo[b]azepin-2-ylcarbamate), CN(C(=O)C1=CC=C(C=C1)B(O)O)C (4-(dimethylcarbamoyl)phenylboronic acid), BrC=1C=CC\2=C(\N=C(/C\C(=C2)\C(N(CCC)CCC)=O)\NC(OC(C)(C)C)=O)C1 (tert-butyl (1E,4E)-8-bromo-4-(dipropylcarbamoyl)-3H-benzo[b]azepin-2-ylcarbamate), N#N (N2), OC1=CC=C(C=C1)B(O)O (4-hydroxyphenylboronic acid), O.[K].[K].C1(=CC=CC=C1)P(C1=CC=C(C=C1)S(=O)(=O)O)C1=CC=C(C=C1)S(=O)(=O)O (4,4′-(phenylphosphinidene)bisbenzenesulfonic acid dipotassium hydrate), C(=O)([O-])[O-].[Na+].[Na+] (Na2CO3). Reagents/catalysts: CC(=O)[O-].CC(=O)[O-].[Pd+2] (Pd(OAc)2). Solvent: CCO (EtOH), CCO (EtOH), O (water). Reaction conditions: temperature 65 celsius, time 1 hour. Yields the product C(CC)N(C(=O)/C/1=C/C2=C(\N=C(/C1)\NC(OC(C)(C)C)=O)C=C(C=C2)C2=CC=C(C=C2)O)CCC (tert-butyl (1E,4E)-4-(dipropylcarbamoyl)-8-(4-hydroxyphenyl)-3H-benzo[b]azepin-2-ylcarbamate). Reaction SMILES: Br[C:2]1[CH:3]=[CH:4][C:5]2=[C:6]([CH:29]=1)[N:7]=[C:8]([NH:21][C:22](=[O:28])[O:23][C:24]([CH3:27])([CH3:26])[CH3:25])[CH2:9][C:10]([C:12](=[O:20])[N:13]([CH2:17][CH2:18][CH3:19])[CH2:14][CH2:15][CH3:16])=[CH:11]2.[OH:30][C:31]1[CH:36]=[CH:35][C:34](B(O)O)=[CH:33][CH:32]=1.C(N(CCC)C(OC(=O)NC1CC=CC2C=CC=CC=2N=1)=O)CC.C([O-])([O-])=O.[Na+].[Na+].O.[K].[K].C1(P(C2C=CC(S(O)(=O)=O)=CC=2)C2C=CC(S(O)(=O)=O)=CC=2)C=CC=CC=1.N#N.CN(C)C(C1C=CC(B(O)O)=CC=1)=O>CCO.CC([O-])=O.CC([O-])=O.[Pd+2].O>[CH2:14]([N:13]([CH2:17][CH2:18][CH3:19])[C:12]([C:10]1=[CH:11][C:5]2[CH:4]=[CH:3][C:2]([C:34]3[CH:35]=[CH:36][C:31]([OH:30])=[CH:32][CH:33]=3)=[CH:29][C:6]=2[N:7]=[C:8]([NH:21][C:22](=[O:28])[O:23][C:24]([CH3:27])([CH3:26])[CH3:25])[CH2:9]1)=[O:20])[CH2:15][CH3:16] |f:3.4.5,6.7.8.9,13.14.15,^1:70,71|. Procedure: The title compound was prepared by these procedures using tert-butyl (1E,4E)-8-bromo-4-(dipropylcarbamoyl)-3H-benzo[b]azepin-2-ylcarbamate and 4-hydroxyphenylboronic acid. Preparation of tert-butyl (1E,4E)-8-(4-(dimethylcarbamoyl)phenyl)-4-((dipropylcarbamoyl)-3H-benzo[b]azepin-2-ylcarbamate: To Na2CO3 (129 mg, 1.214 mmol) in a 50 mL round-bottom flask was added water (3.7 mL) was bubbled with N2 for 10 min. To this mixture was added tert-butyl (1E,4E)-8-bromo-4-(dipropylcarbamoyl)-3H-benzo[b]az... The reactants are ClCCl, O=C(O)C(F)(F)F, COc1ccc(CN2Cc3c(F)c(NC4CCCC(F)(F)C4N)nc(-c4cnn(C)c4)c3C2=O)c(OC)c1. Product: O=C(O)C(F)(F)F, Cn1cc(-c2nc(NC3CCCC(F)(F)C3N)c(F)c3c2C(=O)NC3)cn1. RXN SMILES: [Cl:46][CH2:47][Cl:48].[F:39][C:40]([C:41](=[O:42])[OH:43])([F:44])[F:45].[NH2:1][CH:2]1[CH:3]([NH:10][c:11]2[c:12]([F:38])[c:13]3[c:14]([c:15](-[c:17]4[cH:18][n:19][n:20]([CH3:22])[cH:21]4)[n:16]2)[C:23](=[O:37])[N:24]([CH2:26][c:27]2[cH:28][cH:29][c:30]([O:31][CH3:32])[cH:33][c:34]2[O:35][CH3:36])[CH2:25]3)[CH2:4][CH2:5][CH2:6][C:7]1([F:8])[F:9]>>[F:39][C:40]([C:41](=[O:42])[OH:43])([F:44])[F:45].[NH2:1][CH:2]1[CH:3]([NH:10][c:11]2[c:12]([F:38])[c:13]3[c:14]([c:15](-[c:17]4[cH:18][n:19][n:20]([CH3:22])[cH:21]4)[n:16]2)[C:23](=[O:37])[NH:24][CH2:25]3)[CH2:4][CH2:5][CH2:6][C:7]1([F:8])[F:9]. The reactants are C(C)OCC (diethyl ether), OC1=C(C(=CC(=C1C)C)C)C(CCCCCO)O (1-(2'-hydroxy-3',4',6'-trimethylphenyl)-1,6-hexanediol), [O]N(S(=O)([O-])=O)S(=O)([O-])=O.[K+].[K+] (Fremy's salt), OP(=O)([O-])[O-] (biphosphate). Solvent: CN(C=O)C (dimethyl formamide), O (water). Run at time 3 hour. Yields the product CC=1C(C(=C(C(C1C)=O)C)C(CCCCCO)O)=O (2,3,5-trimethyl-6-(1',6'-dihydroxyhexyl)-1,4-benzoquinone). As a reaction SMILES: [OH:1][C:2]1[C:7]([CH3:8])=[C:6]([CH3:9])[CH:5]=[C:4]([CH3:10])[C:3]=1[CH:11]([OH:18])[CH2:12][CH2:13][CH2:14][CH2:15][CH2:16][OH:17].[O]N(S(=O)([O-])=O)S(=O)([O-])=[O:22].[K+].[K+].OP([O-])([O-])=O.C(OCC)C>CN(C)C=O.O>[CH3:8][C:7]1[C:2](=[O:1])[C:3]([CH:11]([OH:18])[CH2:12][CH2:13][CH2:14][CH2:15][CH2:16][OH:17])=[C:4]([CH3:10])[C:5](=[O:22])[C:6]=1[CH3:9] |f:1.2.3,^1:18|. Reported procedure: To a solution of 1-(2'-hydroxy-3',4',6'-trimethylphenyl)-1,6-hexanediol (formula III-3 wherein R=H3C, X=H, Y=OH, n=4 in the free form) (0.32 part) in dimethyl formamide (20 volume parts) was added all at once a mixture of Fremy's salt (0.5 part) and potasium biphosphate (0.5 part) in water (50 volume parts). The mixture was stirred for 3 hours at room temperature. The reaction product was taken up with diethyl ether. The diethyl ether layer was washed with water and dried over anhydrous sodium s... The reactants are CC(=O)O, ClI, Nc1cccc([N+](=O)[O-])c1Cl, [Na+], [Na+], O=S([O-])[O-]. The product is Nc1ccc(I)c([N+](=O)[O-])c1Cl. As a reaction SMILES: [CH3:20][C:21](=[O:22])[OH:23].[I:1][Cl:2].[N+:3](=[O:4])([O-:5])[c:6]1[c:7]([Cl:13])[c:8]([NH2:9])[cH:10][cH:11][cH:12]1.[Na+:18].[Na+:19].[S:14]([O-:15])([O-:16])=[O:17]>>[I:1][c:12]1[c:6]([N+:3](=[O:4])[O-:5])[c:7]([Cl:13])[c:8]([NH2:9])[cH:10][cH:11]1. Reactants: CCC1(CC)Oc2ccc(C#N)cc2C(N2CCSC2=NC#N)C1O, CC(=O)OC(C)=O, CCOC(C)=O, c1ccncc1. Product: CCC1(CC)Oc2ccc(C#N)cc2C(N2CCSC2=NC#N)C1OC(C)=O. As a reaction SMILES: [C:1](#[N:2])[N:3]=[C:4]1[S:5][CH2:6][CH2:7][N:8]1[CH:9]1[CH:10]([OH:25])[C:11]([CH2:21][CH3:22])([CH2:23][CH3:24])[O:12][c:13]2[c:14]1[cH:15][c:16]([C:19]#[N:20])[cH:17][cH:18]2.[CH3:26][C:27](=[O:28])[O:29][C:30](=[O:31])[CH3:32].[CH3:39][CH2:40][O:41][C:42](=[O:43])[CH3:44].[cH:33]1[cH:34][cH:35][n:36][cH:37][cH:38]1>>[C:1](#[N:2])[N:3]=[C:4]1[S:5][CH2:6][CH2:7][N:8]1[CH:9]1[CH:10]([O:25][C:27]([CH3:26])=[O:28])[C:11]([CH2:21][CH3:22])([CH2:23][CH3:24])[O:12][c:13]2[c:14]1[cH:15][c:16]([C:19]#[N:20])[cH:17][cH:18]2. Reactants: resultant mixture, Cl.Cl.[N+](=O)([O-])C=1C=C(CNC2=CC(=CC=C2)N)C=CC1 (N-(3-nitrobenzyl)benzene-1,3-diamine dihydrochloride), ClC1=NC=C(C(=N1)Cl)Cl (2,4,5-trichloropyrimidine), C([O-])([O-])=O.[K+].[K+] (potassium carbonate). Solvent: CN(C=O)C (N,N-dimethylformamide). Yields the product ClC1=NC=C(C(=N1)NC1=CC(=CC=C1)NCC1=CC(=CC=C1)[N+](=O)[O-])Cl (N-(2,5-Dichloropyrimidin-4-yl)-N′-(3-nitrobenzyl)benzene-1,3-diamine). Isolated yield 128.1%. Reaction SMILES: Cl.Cl.[N+:3]([C:6]1[CH:7]=[C:8]([CH:18]=[CH:19][CH:20]=1)[CH2:9][NH:10][C:11]1[CH:16]=[CH:15][CH:14]=[C:13]([NH2:17])[CH:12]=1)([O-:5])=[O:4].[Cl:21][C:22]1[N:27]=[C:26](Cl)[C:25]([Cl:29])=[CH:24][N:23]=1.C(=O)([O-])[O-].[K+].[K+]>CN(C)C=O>[Cl:21][C:22]1[N:27]=[C:26]([NH:17][C:13]2[CH:14]=[CH:15][CH:16]=[C:11]([NH:10][CH2:9][C:8]3[CH:18]=[CH:19][CH:20]=[C:6]([N+:3]([O-:5])=[O:4])[CH:7]=3)[CH:12]=2)[C:25]([Cl:29])=[CH:24][N:23]=1 |f:0.1.2,4.5.6|. Procedure details: To a solution of N-(3-nitrobenzyl)benzene-1,3-diamine dihydrochloride (6.58 g, 0.021 mol) and 2,4,5-trichloropyrimidine (2.38 mL, 0.021 mol) in N,N-dimethylformamide (70 mL) was added potassium carbonate (10.1 g, 0.073 mol). The resultant mixture was stirred for 60 h at room temperature. The reaction mixture was filtered first to remove K2CO3, and then quenched with water. EtOAc was added and the layers were separated. The aqueous layer was extracted with EtOAc twice. The combined organic layers...